From a dataset of the Open Reaction Database (ORD), a public repository of structured organic reaction records. describe an organic reaction: reactants, conditions, products, and yield Starting materials: C1CCOC1, C[Si](C)(C)[N-][Si](C)(C)C, ClC(Cl)(Cl)C(Cl)(Cl)Cl, [Li+], CC(C)(C)OC(=O)n1c(-c2cnco2)cc2ccccc21. The product is CC(C)(C)OC(=O)n1c(-c2cnc(Cl)o2)cc2ccccc21. Reaction SMILES: [CH2:40]1[O:41][CH2:42][CH2:43][CH2:44]1.[CH3:2][Si:3]([N-:4][Si:5]([CH3:6])([CH3:7])[CH3:8])([CH3:9])[CH3:10].[Cl:32][C:33]([C:34]([Cl:35])([Cl:36])[Cl:37])([Cl:38])[Cl:39].[Li+:1].[o:11]1[cH:12][n:13][cH:14][c:15]1-[c:16]1[n:17]([C:25](=[O:26])[O:27][C:28]([CH3:29])([CH3:30])[CH3:31])[c:18]2[cH:19][cH:20][cH:21][cH:22][c:23]2[cH:24]1>>[o:11]1[c:12]([Cl:32])[n:13][cH:14][c:15]1-[c:16]1[n:17]([C:25](=[O:26])[O:27][C:28]([CH3:29])([CH3:30])[CH3:31])[c:18]2[cH:19][cH:20][cH:21][cH:22][c:23]2[cH:24]1. Starting materials: FC(F)(F)Oc1cccc(CBr)c1, CC(=O)N1C(Cc2cc(F)cc(F)c2)C(C2CC(O)CN2C(=O)OC(C)(C)C)OC1(C)C, CN(C)C=O, [H-], [Na+]. The product is CC(=O)N1C(Cc2cc(F)cc(F)c2)C(C2CC(OCc3cccc(OC(F)(F)F)c3)CN2C(=O)OC(C)(C)C)OC1(C)C. As a reaction SMILES: [Br:35][CH2:36][c:37]1[cH:38][c:39]([O:43][C:44]([F:45])([F:46])[F:47])[cH:40][cH:41][cH:42]1.[C:3]([CH3:4])([CH3:5])([CH3:6])[O:7][C:8](=[O:9])[N:10]1[CH:11]([CH:16]2[CH:17]([CH2:26][c:27]3[cH:28][c:29]([F:34])[cH:30][c:31]([F:33])[cH:32]3)[N:18]([C:23]([CH3:24])=[O:25])[C:19]([CH3:21])([CH3:22])[O:20]2)[CH2:12][CH:13]([OH:15])[CH2:14]1.[CH3:48][N:49]([CH3:50])[CH:51]=[O:52].[H-:1].[Na+:2]>>[C:3]([CH3:4])([CH3:5])([CH3:6])[O:7][C:8](=[O:9])[N:10]1[CH:11]([CH:16]2[CH:17]([CH2:26][c:27]3[cH:28][c:29]([F:34])[cH:30][c:31]([F:33])[cH:32]3)[N:18]([C:23]([CH3:24])=[O:25])[C:19]([CH3:21])([CH3:22])[O:20]2)[CH2:12][CH:13]([O:15][CH2:36][c:37]2[cH:38][c:39]([O:43][C:44]([F:45])([F:46])[F:47])[cH:40][cH:41][cH:42]2)[CH2:14]1.